From a dataset of the Open Reaction Database (ORD), a public repository of structured organic reaction records. describe an organic reaction: reactants, conditions, products, and yield Starting materials: Cl (hydrogen chloride), C(C)(C)N(CC)C(C)C (diisopropylethylamine), C(C)(=O)Cl (acetyl chloride), OC(C(=O)O)C=1C(=C2CCN(C2=CC1C)C(C)=O)C (hydroxy(1-acetyl-4,6-dimethylindolin-5-yl)acetic acid). Reagents/catalysts: [Pd] (palladium on charcoal). Run in C(C)O (ethanol), CC(=O)C (acetone), C(C)(=O)OCC (ethyl acetate), O (water). Conditions: temperature 70 celsius, time 5 hour. The product is C(C)(=O)N1CCC2=C(C(=C(C=C12)C)CC(=O)OCC)C (1-acetyl-5-ethoxycarbonylmethyl-4,6-dimethylindoline). The yield is 91.2%. As a reaction SMILES: O[CH:2]([C:6]1[C:7]([CH3:19])=[C:8]2[C:12](=[CH:13][C:14]=1[CH3:15])[N:11]([C:16](=[O:18])[CH3:17])[CH2:10][CH2:9]2)[C:3]([OH:5])=[O:4].Cl.[CH:21](N(C(C)C)CC)(C)[CH3:22].C(Cl)(=O)C>[Pd].C(O)C.C(OCC)(=O)C.O.CC(C)=O>[C:16]([N:11]1[C:12]2[C:8](=[C:7]([CH3:19])[C:6]([CH2:2][C:3]([O:5][CH2:21][CH3:22])=[O:4])=[C:14]([CH3:15])[CH:13]=2)[CH2:9][CH2:10]1)(=[O:18])[CH3:17]. Reported procedure: To hydroxy(1-acetyl-4,6-dimethylindolin-5-yl)acetic acid (3.0 g) obtained in Example 1 and 7.5% palladium on charcoal (1.3 g, wet (water content: 53.1%)) placed in a 100-ml autoclave was added a saturated solution of hydrogen chloride in ethanol (30 ml). After degassing with nitrogen for 3 times (5 kg/cm2 for each) and replacing nitrogen with hydrogen for 3 times (5 kg/cm2 for each) successively, the resulting mixture was stirred for 5 hours at 70° C. under a pressurized hydrogen atmosphere (5 k... Yields the product COc1cccc2c1C(=O)c1c(OC)ccc(OC)c1C2=O. RXN SMILES: [CH3:1][O:2][c:3]1[c:4]([C:5](=[O:6])[c:7]2[c:8]([C:9](=[O:10])[OH:11])[c:12]([O:16][CH3:17])[cH:13][cH:14][cH:15]2)[cH:18][c:19]([O:22][CH3:23])[cH:20][cH:21]1.[S:24](=[O:25])(=[O:26])([OH:27])[OH:28]>>[CH3:1][O:2][c:3]1[c:4]2[c:18]([c:19]([O:22][CH3:23])[cH:20][cH:21]1)[C:9](=[O:10])[c:8]1[c:7]([cH:15][cH:14][cH:13][c:12]1[O:16][CH3:17])[C:5]2=[O:6]. Reactants: COc1ccc(OC)c(C(=O)c2cccc(OC)c2C(=O)O)c1, O=S(=O)(O)O.